From a dataset of the Open Reaction Database (ORD), a public repository of structured organic reaction records. describe an organic reaction: reactants, conditions, products, and yield The reactants are O.[OH-].[Li+] (Lithium hydroxide monohydrate), FC(C1=C(C=CC=C1)S(=O)(=O)NC1=C(C2=C(S1)CCCC2)C(=O)OCC)(F)F (ethyl 2-(2-trifluoromethylbenzenesulphonylamino)-4,5,6,7-tetrahydrobenzo[b]thiophene-3-carboxylate), FC(C1=C(C=CC=C1)S(=O)(=O)NC1=C(C2=C(S1)CCCC2)C(=O)OCC)(F)F (ethyl 2-(2-trifluoromethylbenzenesulphonylamino)-4,5,6,7-tetrahydrobenzo[b]thiophene-3-carboxylate). Solvent: O1CCOCC1 (dioxane), O (water). Reaction conditions: time 16 hour. Product: FC(C1=C(C=CC=C1)S(=O)(=O)NC1=C(C2=C(S1)CCCC2)C(=O)O)(F)F (2-(2-trifluoromethylbenzenesulphonylamino)-4,5,6,7-tetrahydrobenzo[b]thiophene-3-carboxylic acid). The yield is 8.3%. As a reaction SMILES: O.[OH-].[Li+].[F:4][C:5]([F:31])([F:30])[C:6]1[CH:11]=[CH:10][CH:9]=[CH:8][C:7]=1[S:12]([NH:15][C:16]1[S:20][C:19]2[CH2:21][CH2:22][CH2:23][CH2:24][C:18]=2[C:17]=1[C:25]([O:27]CC)=[O:26])(=[O:14])=[O:13]>O1CCOCC1.O>[F:30][C:5]([F:4])([F:31])[C:6]1[CH:11]=[CH:10][CH:9]=[CH:8][C:7]=1[S:12]([NH:15][C:16]1[S:20][C:19]2[CH2:21][CH2:22][CH2:23][CH2:24][C:18]=2[C:17]=1[C:25]([OH:27])=[O:26])(=[O:14])=[O:13] |f:0.1.2|. Procedure: Lithium hydroxide monohydrate (0.188 g) was added to a solution of ethyl 2-(2-trifluoromethylbenzenesulphonylamino)-4,5,6,7-tetrahydrobenzo[b]thiophene-3-carboxylate (Intermediate 27, 0.194 g) in dioxane (1 ml) and water (1 ml) and the mixture was stirred at room temperature for 16 hours. The mixture was then warmed to 60° C. for 1 hour and finally heated in the microwave at 160° C. for 15 minutes. After cooling to room temperature the volatile components were removed under reduced pressure. The... The reactants are [OH-].[K+] (KOH), C(C)C1=C(C=CC(=C1)C=O)N=C1N(C2(CS1)CCCC2)C2CCCC2 (2-(2-ethyl-4-formylphenylimino)-1-cyclopentyl-3-thia-1-azaspiro[4.4]nonane), CC#N (CH3CN). Conditions: time 4 hour. Yields the product C(C)C1=C(C=CC(=C1)C=CC#N)N=C1N(C2(CS1)CCCC2)C2CCCC2 (2-(2-ethyl-4-(2-cyanovinyl)phenylimino)-1-cyclopentyl-3-thia-1-azaspiro[4.4]nonane). RXN SMILES: [OH-].[K+].[CH2:3]([C:5]1[CH:10]=[C:9]([CH:11]=O)[CH:8]=[CH:7][C:6]=1[N:13]=[C:14]1[S:18][CH2:17][C:16]2([CH2:22][CH2:21][CH2:20][CH2:19]2)[N:15]1[CH:23]1[CH2:27][CH2:26][CH2:25][CH2:24]1)[CH3:4].[CH3:28][C:29]#[N:30]>>[CH2:3]([C:5]1[CH:10]=[C:9]([CH:11]=[CH:28][C:29]#[N:30])[CH:8]=[CH:7][C:6]=1[N:13]=[C:14]1[S:18][CH2:17][C:16]2([CH2:22][CH2:21][CH2:20][CH2:19]2)[N:15]1[CH:23]1[CH2:27][CH2:26][CH2:25][CH2:24]1)[CH3:4] |f:0.1|. Procedure details: To a solution of KOH (0.024 g, 0.36 mmol) in CH3CN (20 ml) at the reflux temp. was added 2-(2-ethyl-4-formylphenylimino)-1-cyclopentyl-3-thia-1-azaspiro[4.4]nonane (Method D11a; 0.127 g, 0.36 mmol). The reaction mixture was heated at the reflux temp. for 4 h, cooled to room temp., and concentrated under reduced pressure The residue was diluted with water (15 mL) and extracted with CH2Cl2 (3×15 mL). The combined organic layers were washed with a saturated NaCl solution and dried (Na2SO4). The res... Yields the product COc1cccc2c1nc(C(F)F)n2-c1nc(N2CCOCC2)nc(N2CCN(S(=O)(=O)CCn3ccnc3)CC2)n1. Reactants: CS(C)=O, C=CS(=O)(=O)N1CCN(c2nc(N3CCOCC3)nc(-n3c(C(F)F)nc4c(OC)cccc43)n2)CC1, c1ccncc1, c1c[nH]cn1. As a reaction SMILES: [CH3:49][S:50]([CH3:51])=[O:52].[F:1][CH:2]([c:3]1[n:4][c:5]2[c:6]([n:7]1-[c:8]1[n:9][c:10]([N:20]3[CH2:21][CH2:22][N:23]([S:26](=[O:27])(=[O:28])[CH:29]=[CH2:30])[CH2:24][CH2:25]3)[n:11][c:12]([N:14]3[CH2:15][CH2:16][O:17][CH2:18][CH2:19]3)[n:13]1)[cH:31][cH:32][cH:33][c:34]2[O:35][CH3:36])[F:37].[cH:43]1[cH:44][cH:45][n:46][cH:47][cH:48]1.[nH:38]1[cH:39][n:40][cH:41][cH:42]1>>[F:1][CH:2]([c:3]1[n:4][c:5]2[c:6]([n:7]1-[c:8]1[n:9][c:10]([N:20]3[CH2:21][CH2:22][N:23]([S:26](=[O:27])(=[O:28])[CH2:29][CH2:30][n:38]4[cH:39][n:40][cH:41][cH:42]4)[CH2:24][CH2:25]3)[n:11][c:12]([N:14]3[CH2:15][CH2:16][O:17][CH2:18][CH2:19]3)[n:13]1)[cH:31][cH:32][cH:33][c:34]2[O:35][CH3:36])[F:37]. Reactants: C(C)(=O)O (acetic acid), [N-]=[N+]=[N-].[Na+] (Sodium azide), C(C1=CC=CC=C1)N1N=CC=2C1=NC=CC2Cl (1-benzyl-4-chloro-1H-pyrazolo[3,4-b]pyridine), ice water. The solvent is CN(C=O)C (dimethylformamide). Conditions: time 1 hour. The product is N(=[N+]=[N-])C1=C2C(=NC=C1)N(N=C2)CC2=CC=CC=C2 (4-azido-1-benzyl-1H-pyrazolo[3,4-b]pyridine). The yield is 55.9%. RXN SMILES: [N-:1]=[N+:2]=[N-:3].[Na+].[CH2:5]([N:12]1[C:16]2=[N:17][CH:18]=[CH:19][C:20](Cl)=[C:15]2[CH:14]=[N:13]1)[C:6]1[CH:11]=[CH:10][CH:9]=[CH:8][CH:7]=1.C(O)(=O)C>CN(C)C=O>[N:1]([C:20]1[CH:19]=[CH:18][N:17]=[C:16]2[N:12]([CH2:5][C:6]3[CH:11]=[CH:10][CH:9]=[CH:8][CH:7]=3)[N:13]=[CH:14][C:15]=12)=[N+:2]=[N-:3] |f:0.1|. Procedure: Sodium azide (2.5 g) was added to a solution (50 ml) of 1-benzyl-4-chloro-1H-pyrazolo[3,4-b]pyridine (4.7 g) in dimethylformamide and the mixture was stirred at 100°-120° C. for 1 hour. After completion of the reaction, the reaction mixture was poured into ice water, made acidic with acetic acid and extracted with ethyl acetate. The extract was washed with water, dried and concentrated under reduced pressure. The residue obtained was purified by silica gel column chromatography to give 2.7 g of ... Starting materials: COc1cccc(C)c1N1CCN(C)CC1, [K+], [Na+], O=[N+]([O-])[O-], [OH-], O=S(=O)(O)O. Product: COc1ccc([N+](=O)[O-])c(C)c1N1CCN(C)CC1. Reaction SMILES: [CH3:1][O:2][c:3]1[c:4]([N:10]2[CH2:11][CH2:12][N:13]([CH3:16])[CH2:14][CH2:15]2)[c:5]([CH3:9])[cH:6][cH:7][cH:8]1.[K+:17].[Na+:23].[O-:18][N+:19]([O-:20])=[O:21].[OH-:22].[S:24](=[O:25])(=[O:26])([OH:27])[OH:28]>>[CH3:1][O:2][c:3]1[c:4]([N:10]2[CH2:11][CH2:12][N:13]([CH3:16])[CH2:14][CH2:15]2)[c:5]([CH3:9])[c:6]([N+:19](=[O:18])[O-:20])[cH:7][cH:8]1. Reactants: C1CCOC1, CCOC(C)=O, Oc1ccccc1, CCS(=O)(=O)N(Cc1cccnc1)c1cccc(CO)c1, c1ccc(P(c2ccccc2)c2ccccc2)cc1. The product is CCS(=O)(=O)N(Cc1cccnc1)c1cccc(COc2ccccc2)c1. Reaction SMILES: [CH2:48]1[O:49][CH2:50][CH2:51][CH2:52]1.[CH3:53][CH2:54][O:55][C:56]([CH3:57])=[O:58].[OH:20][c:21]1[cH:22][cH:23][cH:24][cH:25][cH:26]1.[OH:27][CH2:28][c:29]1[cH:30][c:31]([N:35]([S:36](=[O:37])(=[O:38])[CH2:39][CH3:40])[CH2:41][c:42]2[cH:43][n:44][cH:45][cH:46][cH:47]2)[cH:32][cH:33][cH:34]1.[c:1]1([P:2]([c:3]2[cH:4][cH:5][cH:6][cH:7][cH:8]2)[c:9]2[cH:10][cH:11][cH:12][cH:13][cH:14]2)[cH:15][cH:16][cH:17][cH:18][cH:19]1>>[O:20]([c:21]1[cH:22][cH:23][cH:24][cH:25][cH:26]1)[CH2:28][c:29]1[cH:30][c:31]([N:35]([S:36](=[O:37])(=[O:38])[CH2:39][CH3:40])[CH2:41][c:42]2[cH:43][n:44][cH:45][cH:46][cH:47]2)[cH:32][cH:33][cH:34]1. The reactants are C(#N)C=1C(=NC(=CC1C)C)O (3-cyano-4,6-dimethyl-2-hydroxypyridine), P(Cl)(Cl)(Cl)(Cl)Cl (phosphorous pentachloride), C([O-])(O)=O.[Na+] (sodium bicarbonate). Reaction conditions: temperature 120 celsius, time 1 hour. The product is ClC1=NC(=CC(=C1C#N)C)C (2-chloro-3-cyano-4,6-dimethylpyridine). The yield is 93.9%. Reaction SMILES: [C:1]([C:3]1[C:4](O)=[N:5][C:6]([CH3:10])=[CH:7][C:8]=1[CH3:9])#[N:2].P(Cl)(Cl)(Cl)(Cl)[Cl:13].C(=O)(O)[O-].[Na+]>>[Cl:13][C:4]1[C:3]([C:1]#[N:2])=[C:8]([CH3:9])[CH:7]=[C:6]([CH3:10])[N:5]=1 |f:2.3|. Procedure details: A stirred mixture of 3-cyano-4,6-dimethyl-2-hydroxypyridine (4.35 g, 29.39 mmol) and phosphorous pentachloride (6.92 g, 33.21 mmol) is heated to 120° C. The reaction mixture becomes clear and is stirred for an additional 1 hr. It is then poured onto ice/water (250 mL) and allowed to stand for 30 min. The solution is neutralized with sodium bicarbonate (pH 6) and extracted with dichloromethane (400 mL). The separated organic layer is dried, filtered and concentrated to yield 2-chloro-3-cyano-4,6-... Starting materials: ice water, C(=O)(N1C=NC=C1)N1C=NC=C1 (1,1'-carbonyldiimidazole), CN1CC=2N(C3=C(C1=O)SC=C3)C=NC2C(=O)O (5-methyl-6-oxo-5,6-dihydro-4H-imidazo[1,5-a]thieno[2,3-f][1,4]diazepin-3-carboxylic acid), N (ammonia). The solvent is CN(C=O)C (dimethylformamide). Yields the product CN1CC=2N(C3=C(C1=O)SC=C3)C=NC2C(=O)N (5-methyl-6-oxo-5,6-dihydro-4H-imidazo[1,5-a]thieno[2,3-f][1,4]diazepin-3-carboxamide). Isolated yield 86.8%. As a reaction SMILES: C(N1C=CN=C1)([N:3]1C=CN=C1)=O.[CH3:13][N:14]1[C:20](=[O:21])[C:19]2[S:22][CH:23]=[CH:24][C:18]=2[N:17]2[CH:25]=[N:26][C:27]([C:28]([OH:30])=O)=[C:16]2[CH2:15]1.N>CN(C)C=O>[CH3:13][N:14]1[C:20](=[O:21])[C:19]2[S:22][CH:23]=[CH:24][C:18]=2[N:17]2[CH:25]=[N:26][C:27]([C:28]([NH2:3])=[O:30])=[C:16]2[CH2:15]1. Procedure details: 5.66 g (34.9 mmol) of 1,1'-carbonyldiimidazole were added portionwise to a suspension of 8.8 g (33.4 mmol) of 5-methyl-6-oxo-5,6-dihydro-4H-imidazo[1,5-a]thieno[2,3-f][1,4]diazepin-3-carboxylic acid (EP 150 040 A2) in 80 ml of dimethylformamide. The resulting pale brown solution was heated to 50° for 45 minutes. Subsequently, the solution was cooled to room temperature and 8.1 ml of aqueous ammonia solution were added dropwise thereto. After a further 30 minutes the reaction mixture was poured i... The reactants are ClCCCC(=O)C1=CC=2CC3=C(C=CC=C3SC2C=C1)C(CCCCl)=O (2,8-bis(4-chlorobutyryl)thioxanthene), [I-].[K+] (potassium iodide), C(C)NCC (diethylamine). The solvent is O1CCCC1 (tetrahydrofuran). Conditions: temperature 110 celsius. Product: Cl.Cl.C(C)N(CCCC(=O)C1=CC=2CC3=C(C=CC=C3SC2C=C1)C(CCCN(CC)CC)=O)CC (2,8-bis(4-diethylaminobutyryl)thioxanthene dihydrochloride). Reaction SMILES: [Cl:1][CH2:2][CH2:3][CH2:4][C:5]([C:7]1[CH:20]=[CH:19][C:18]2[S:17][C:16]3[C:11](=[C:12]([C:21](=[O:26])[CH2:22][CH2:23][CH2:24]Cl)[CH:13]=[CH:14][CH:15]=3)[CH2:10][C:9]=2[CH:8]=1)=[O:6].[I-].[K+].[CH2:29]([NH:31][CH2:32][CH3:33])[CH3:30]>O1CCCC1>[ClH:1].[ClH:1].[CH2:29]([N:31]([CH2:32][CH3:33])[CH2:2][CH2:3][CH2:4][C:5]([C:7]1[CH:20]=[CH:19][C:18]2[S:17][C:16]3[C:11](=[C:12]([C:21](=[O:26])[CH2:22][CH2:23][CH2:24][N:31]([CH2:32][CH3:33])[CH2:29][CH3:30])[CH:13]=[CH:14][CH:15]=3)[CH2:10][C:9]=2[CH:8]=1)=[O:6])[CH3:30] |f:1.2,5.6.7|. Procedure details: A mixture of 32.6 g (0.08 mole) of 2,8-bis(4-chlorobutyryl)thioxanthene, 2 g of potassium iodide, 100 ml of diethylamine and 100 ml of tetrahydrofuran is heated for 24 hours with stirring in a Paar bomb at 110°C. Upon cooling, the mixture is evaporated to near dryness. The residue is dissolved in methylene chloride, washed with water then with saturated NaCl solution, dried over magnesium sulfate and filtered. The filtrate is evaporated to near dryness and recrystallized several times from metha... The reactants are CC=1C=C(C(=O)Cl)C=CC1C (3,4-dimethylbenzoyl chloride), COP1OC2=C(C3=C1C=CC=C3)C=CC=C2 (6-methoxy-(6H)-dibenz[c,e][1,2]oxaphosphorin). Run at temperature 100 celsius. Yields the product CC=1C=C(C(=O)P2(OC3=C(C4=C2C=CC=C4)C=CC=C3)=O)C=CC1C (6-(3,4-Dimethylbenzoyl)-(6H)-dibenz[c,e][1,2]oxaphosphorin 6-oxide). Reaction SMILES: [CH3:1][C:2]1[CH:3]=[C:4]([CH:8]=[CH:9][C:10]=1[CH3:11])[C:5](Cl)=[O:6].C[O:13][P:14]1[C:19]2[CH:20]=[CH:21][CH:22]=[CH:23][C:18]=2[C:17]2[CH:24]=[CH:25][CH:26]=[CH:27][C:16]=2[O:15]1>>[CH3:1][C:2]1[CH:3]=[C:4]([CH:8]=[CH:9][C:10]=1[CH3:11])[C:5]([P:14]1(=[O:13])[C:19]2[CH:20]=[CH:21][CH:22]=[CH:23][C:18]=2[C:17]2[CH:24]=[CH:25][CH:26]=[CH:27][C:16]=2[O:15]1)=[O:6]. Reported procedure: 50.6 g (0.3 mol) of 3,4-dimethylbenzoyl chloride were warmed to 80° C. under a nitrogen atmosphere. 69 g (0.3 mol) of 6-methoxy-(6H)-dibenz[c,e][1,2]oxaphosphorin were added dropwise while stirring. Crystallization began even during the dropwise addition, and the temperature was therefore increased to 100° C.; at the same time, an additional 100 ml of toluene were added dropwise. When the dropwise addition was complete, the mixture was heated to reflux. When the reaction was complete and after c...